describe an organic reaction: reactants, conditions, products, and yield From a dataset of the Open Reaction Database (ORD), a public repository of structured organic reaction records. Reactants: 10.0, C1(=CC=CC=C1)C(C#N)(CC(C)Br)C1=CC=CC=C1 (2,2-diphenyl-4-bromopentanenitrile), N1CCCC1 (pyrrolidine). Yields the product C1(=CC=CC=C1)C(C#N)(\C=C\C)C1=CC=CC=C1 (2,2-diphenyl-3-trans-pentenenitrile). RXN SMILES: [C:1]1([C:7]([C:14]2[CH:19]=[CH:18][CH:17]=[CH:16][CH:15]=2)([CH2:10][CH:11](Br)[CH3:12])[C:8]#[N:9])[CH:6]=[CH:5][CH:4]=[CH:3][CH:2]=1.N1CCCC1>>[C:14]1([C:7]([C:1]2[CH:2]=[CH:3][CH:4]=[CH:5][CH:6]=2)(/[CH:10]=[CH:11]/[CH3:12])[C:8]#[N:9])[CH:15]=[CH:16][CH:17]=[CH:18][CH:19]=1. Procedure: A solution of 10.0 parts of 2,2-diphenyl-4-bromopentanenitrile in 47 parts pyrrolidine is heated to reflux for 17 hours under a nitrogen atmosphere. Then, the solution is cooled, and stripped in vacuo to leave a brown oil which is partitioned between ethyl ether and dilute hydrochloric acid. The ether phase is separated, washed with dilute sodium bicarbonate, dried over anhydrous sodium sulfate, and stripped in vacuo. The residual liquid is then distilled to afford, as a colorless liquid, 2,2-di... Reactants: [Al], Cc1ccccc1, CN(C)C=O, ClP(c1ccccc1)c1ccccc1, Cl. The product is c1ccc(Pc2ccccc2)cc1. As a reaction SMILES: [Al:15].[CH3:17][c:18]1[cH:19][cH:20][cH:21][cH:22][cH:23]1.[CH3:24][N:25]([CH3:26])[CH:27]=[O:28].[Cl:1][P:2]([c:3]1[cH:4][cH:5][cH:6][cH:7][cH:8]1)[c:9]1[cH:10][cH:11][cH:12][cH:13][cH:14]1.[ClH:16]>>[PH:2]([c:3]1[cH:4][cH:5][cH:6][cH:7][cH:8]1)[c:9]1[cH:10][cH:11][cH:12][cH:13][cH:14]1. Procedure details: Prepared as described for 1-bromo-2-fluoro-3-isopropoxy-benzene SM23 using 3-bromo-5-fluorophenol and benzylbromide. Product: C(C1=CC=CC=C1)OC1=CC(=CC(=C1)F)Br (1-(Benzyloxy)-3-bromo-5-fluorobenzene). Starting materials: 1-bromo-2-fluoro-3-isopropoxy-benzene SM23, BrC=1C=C(C=C(C1)F)O (3-bromo-5-fluorophenol), C(C1=CC=CC=C1)Br (benzylbromide). Reaction SMILES: [Br:1][C:2]1[CH:3]=[C:4]([OH:9])[CH:5]=[C:6]([F:8])[CH:7]=1.[CH2:10](Br)[C:11]1[CH:16]=[CH:15][CH:14]=[CH:13][CH:12]=1>>[CH2:10]([O:9][C:4]1[CH:5]=[C:6]([F:8])[CH:7]=[C:2]([Br:1])[CH:3]=1)[C:11]1[CH:16]=[CH:15][CH:14]=[CH:13][CH:12]=1. Reactants: [Si](C)(C)(C(C)(C)C)O[C@H]1C[C@H](O[C@@H](C1)\C=C\C=1N(C(C2=CC=CC=C2C1C1=CC=C(C=C1)F)=O)C(C)C)OC ((2S,4R,6S)-(E)-4-(t-butyldimethylsilyloxy)-6-[2-{4-(4-fluorophenyl)-2-isopropyl-1-oxo-1,2-dihydroisoquinolin-3-yl}ethen-1-yl]-2-methoxy-3,4,5,6-tetrahydro-2H-pyran), C(C)(=O)O (acetic acid), O1CCCC1 (tetrahydrofuran), O (water). Run in C(C)OCC (diethyl ether). The yield is 68.2%. Run at temperature 70 celsius, time 3 hour. RXN SMILES: [Si]([O:8][C@@H:9]1[CH2:14][C@@H:13](/[CH:15]=[CH:16]/[C:17]2[N:18]([CH:35]([CH3:37])[CH3:36])[C:19](=[O:34])[C:20]3[C:25]([C:26]=2[C:27]2[CH:32]=[CH:31][C:30]([F:33])=[CH:29][CH:28]=2)=[CH:24][CH:23]=[CH:22][CH:21]=3)[O:12][C@H:11]([O:38]C)[CH2:10]1)(C(C)(C)C)(C)C.C(O)(=O)C.O1CCCC1.O>C(OCC)C>[OH:38][CH:11]1[CH2:10][C@H:9]([OH:8])[CH2:14][C@@H:13](/[CH:15]=[CH:16]/[C:17]2[N:18]([CH:35]([CH3:37])[CH3:36])[C:19](=[O:34])[C:20]3[C:25]([C:26]=2[C:27]2[CH:28]=[CH:29][C:30]([F:33])=[CH:31][CH:32]=2)=[CH:24][CH:23]=[CH:22][CH:21]=3)[O:12]1. Reported procedure: A solution of (2S,4R,6S)-(E)-4-(t-butyldimethylsilyloxy)-6-[2-{4-(4-fluorophenyl)-2-isopropyl-1-oxo-1,2-dihydroisoquinolin-3-yl}ethen-1-yl]-2-methoxy-3,4,5,6-tetrahydro-2H-pyran [149 mg; prepared as described in Example 8(a)] in a mixture of glacial acetic acid, tetrahydrofuran and water (3:2:2 by volume; 5 ml) was stirred at 70° C. under argon and under a reflux condenser for 3 hours. The resulting clear solution was diluted with diethyl ether (50 ml), washed with water (20 ml) and then with sa... The product is OC1O[C@@H](C[C@H](C1)O)\C=C\C=1N(C(C2=CC=CC=C2C1C1=CC=C(C=C1)F)=O)C(C)C ((2RS,4R,6S)-(E)-2,4-dihydroxy-6-[2-{4-(4-fluorophenyl)-2-isopropyl-1-oxo-1,2-dihydroisoquinolin-3-yl}-ethen-1-yl]-3,4,5,6-tetrahydro-2H-pyran). The reactants are CC1(CCC=C1C=1C(=CC(=C(C(=O)OC)C1)F)OC1OCCCC1)C (Methyl 5-(5,5-dimethylcyclopent-1-enyl)-2-fluoro-4-(tetrahydro-2H-pyran-2-yloxy)benzoate), CC1=CC=C(C=C1)S(=O)(=O)[O-].C1=CC=[NH+]C=C1 (PPTS). The solvent is CO (MeOH). Reaction conditions: temperature 50 celsius, time 19 hour. Product: CC1(CCC=C1C=1C(=CC(=C(C(=O)OC)C1)F)O)C (Methyl 5-(5,5-dimethylcyclopent-1-enyl)-2-fluoro-4-hydroxybenzoate). Yield: 81.0%. As a reaction SMILES: [CH3:1][C:2]1([CH3:25])[C:6]([C:7]2[C:8]([O:18]C3CCCCO3)=[CH:9][C:10]([F:17])=[C:11]([CH:16]=2)[C:12]([O:14][CH3:15])=[O:13])=[CH:5][CH2:4][CH2:3]1.CC1C=CC(S([O-])(=O)=O)=CC=1.C1C=C[NH+]=CC=1>CO>[CH3:1][C:2]1([CH3:25])[C:6]([C:7]2[C:8]([OH:18])=[CH:9][C:10]([F:17])=[C:11]([CH:16]=2)[C:12]([O:14][CH3:15])=[O:13])=[CH:5][CH2:4][CH2:3]1 |f:1.2|. Reported procedure: To a stirred mixture of T7.4 (5.65 g, 16.2 mmol) in MeOH (60 mL) was added PPTS (0.42 g, 1.69 mmol). The mixture was heated to 50° C. and monitored with TLC and LCMS. After 19 hours, the organic solvent was removed under reduced pressure, and the residue was purified on silica gel (0-15% EtOAc in hexanes) to yield T7.5 as a white solid (3.47 g, 81% yield). 1H NMR (500 MHz, CDCl3) δ ppm 7.69 (1H, d, J=8.3 Hz), 6.71 (1H, d, J=12.0 Hz), 5.93 (1H, d, J=1.7 Hz), 5.80 (1H, t, J=2.4 Hz), 3.90 (3H, s), ... Starting materials: CC=1C=NC(=C(C1OC)C)C[S+](C=2NC=3C=CC(=CC3N2)OC)[O-] (esomeprazole), CC(=O)C (acetone), CC(C)([O-])C.[Na+] (Sodium tert-butoxide). Solvent: C(C(C)C)C(=O)C (methyl isobutyl ketone), CO (methanol). Reaction conditions: temperature 25 celsius, time 15 minute. Yields the product CC=1C=NC(=C(C1OC)C)C[S+](C=2[N-]C=3C=CC(=CC3N2)OC)[O-].[Na+] (esomeprazole sodium). RXN SMILES: [CH3:1][C:2]1[CH:3]=[N:4][C:5]([CH2:11][S+:12]([O-:24])[C:13]2[NH:14][C:15]3[CH:16]=[CH:17][C:18]([O:22][CH3:23])=[CH:19][C:20]=3[N:21]=2)=[C:6]([CH3:10])[C:7]=1[O:8][CH3:9].CC(C)([O-])C.[Na+:30].CC(C)=O>C(C(C)=O)C(C)C.CO>[CH3:1][C:2]1[CH:3]=[N:4][C:5]([CH2:11][S+:12]([O-:24])[C:13]2[N-:14][C:15]3[CH:16]=[CH:17][C:18]([O:22][CH3:23])=[CH:19][C:20]=3[N:21]=2)=[C:6]([CH3:10])[C:7]=1[O:8][CH3:9].[Na+:30] |f:1.2,6.7|. Procedure details: A solution of esomeprazole (4.7 g, 13.6 mmol; 2.3% sulfone, 2.3% R-enantiomer) in methyl isobutyl ketone (30 mL) and methanol (2.1 mL) was cooled to 15° C. Sodium tert-butoxide (1.33 g, 13.8 mmol) was added in 5 min and the mixture stirred for 15 min. To the resulting solution, acetone (30 mL) was added slowly over 15 min and a solid started to crystallize. The mixture was heated to 25° C. and methyl tert-butyl ether (7.5 mL) was added dropwise. The slurry was stirred overnight. The solid was co... Starting materials: CC1(OB(OC1(C)C)C=1C=CC(=NC1)C=1C=NC(=NC1)N)C (5-(5-(4,4,5,5-tetramethyl-1,3,2-dioxaborolan-2-yl)pyridin-2-yl)pyrimidin-2-amine), BrC1=C(C=CC=C1)S(=O)(=O)N[C@@H](CO)C ((R)-2-bromo-N-(1-hydroxypropan-2-yl)benzenesulfonamide). The product is NC1=NC=C(C=N1)C1=CC=C(C=N1)C1=C(C=CC=C1)S(=O)(=O)N[C@@H](CO)C (2-[6-(2-Aminopyrimidin-5-yl)pyridin-3-yl]-N-[(1R)-2-hydroxy-1-methylethyl]benzenesulfonamide). Reaction SMILES: CC1(C)C(C)(C)OB([C:9]2[CH:10]=[CH:11][C:12]([C:15]3[CH:16]=[N:17][C:18]([NH2:21])=[N:19][CH:20]=3)=[N:13][CH:14]=2)O1.Br[C:24]1[CH:29]=[CH:28][CH:27]=[CH:26][C:25]=1[S:30]([NH:33][C@H:34]([CH3:37])[CH2:35][OH:36])(=[O:32])=[O:31]>>[NH2:21][C:18]1[N:19]=[CH:20][C:15]([C:12]2[N:13]=[CH:14][C:9]([C:24]3[CH:29]=[CH:28][CH:27]=[CH:26][C:25]=3[S:30]([NH:33][C@H:34]([CH3:37])[CH2:35][OH:36])(=[O:32])=[O:31])=[CH:10][CH:11]=2)=[CH:16][N:17]=1. Reported procedure: The title compound was prepared in a manner similar to that described in Example 427 using 5-(5-(4,4,5,5-tetramethyl-1,3,2-dioxaborolan-2-yl)pyridin-2-yl)pyrimidin-2-amine and (R)-2-bromo-N-(1-hydroxypropan-2-yl)benzenesulfonamide. MS (ESI): mass calcd. for C18H19N5O3S, 385.12; m/z found, 386.1 [M+H]+. 1H NMR (400 MHz, CD3OD) δ 8.92 (s, 2H), 8.66-8.56 (m, 1H), 8.19 (dd, J=8.0, 1.4, 1H), 7.95 (dd, J=8.2, 2.3, 1H), 7.83 (dd, J=8.2, 0.9, 1H), 7.72 (m, 1H), 7.64 (m, 1H), 7.43 (dd, J=7.5, 1.4, 1H), 3... The reactants are Cc1ccc2c(c1)c(N1CCNCC1)c(C#N)c(=O)n2C, O, c1ccncc1, O=C(Cl)c1ccco1. RXN SMILES: [CH3:9][n:10]1[c:11](=[O:29])[c:12]([C:27]#[N:28])[c:13]([N:21]2[CH2:22][CH2:23][NH:24][CH2:25][CH2:26]2)[c:14]2[cH:15][c:16]([CH3:20])[cH:17][cH:18][c:19]12.[OH2:30].[cH:31]1[cH:32][cH:33][n:34][cH:35][cH:36]1.[o:1]1[c:2]([C:6](=[O:7])[Cl:8])[cH:3][cH:4][cH:5]1>>[o:1]1[c:2]([C:6](=[O:7])[N:24]2[CH2:23][CH2:22][N:21]([c:13]3[c:12]([C:27]#[N:28])[c:11](=[O:29])[n:10]([CH3:9])[c:19]4[c:14]3[cH:15][c:16]([CH3:20])[cH:17][cH:18]4)[CH2:26][CH2:25]2)[cH:3][cH:4][cH:5]1. The product is Cc1ccc2c(c1)c(N1CCN(C(=O)c3ccco3)CC1)c(C#N)c(=O)n2C.